This data is from the Open Reaction Database (ORD), a public repository of structured organic reaction records. The task is: describe an organic reaction: reactants, conditions, products, and yield Starting materials: CCc1c(C=O)c(n(C)n1)[Cl], CC1=CN=C(C=C1)N, [C-]#[N+]C1CCCCC1. Reagents/catalysts: O=C(O)C(F)(F)F (trifluoroacetic acid). Run in CC(C)O (isopropyl alcohol), CC(C)O (isopropylalcohol). Conditions: temperature 22 celsius, time 20 hour. Yields the product CCc1c(c2c(NC3CCCCC3)n3cc(C)ccc3n2)c(n(C)n1)[Cl]. Yield: 10.3%. Reaction SMILES: CC1=CC=C(N)N=C1.[C-]#[N+]C1CCCCC1.CCC1=NN(C)C(Cl)=C1C=O>>CCC1=NN(C)C(Cl)=C1C1=C(NC2CCCCC2)N2C=C(C)C=CC2=N1. The reactants are FC=1C(=NC=C(C1)C(F)(F)F)N[C@@H]1[C@H](CCC1)NC(C1=C(C=CC=C1)N1N=CC=N1)=O (N-[(1S,2S)-2-{[3-Fluoro-5-(trifluoromethyl)pyridin-2-yl]amino}cyclopentyl]-2-(2H-1,2,3-triazol-2-yl)benzamide), BrC=1C(=NC=C(C1)C(F)(F)F)Cl (3-bromo-2-chloro-5-(trifluoromethyl)pyridine), Cl.N[C@@H]1[C@H](CCC1)NC(C1=C(C=CC=C1)N1N=CC=N1)=O (N-[(1S,2S)-2-aminocyclopentyl]-2-(2H-1,2,3-triazol-2-yl)benzamide hydrochloride), Cl.N[C@@H]1[C@H](CCC1)NC(C1=C(C=CC=C1)N1N=CC=N1)=O (N-[(1S,2S)-2-aminocyclopentyl]-2-(2H-1,2,3-triazol-2-yl)benzamide hydrochloride). Product: BrC=1C(=NC=C(C1)C(F)(F)F)N[C@@H]1[C@H](CCC1)NC(C1=C(C=CC=C1)N1N=CC=N1)=O (N-[(1S,2S)-2-{[3-Bromo-5-(trifluoromethyl)pyridin-2-yl]amino}cyclopentyl]-2-(2H-1,2,3-triazol-2-yl)benzamide). RXN SMILES: F[C:2]1[C:3]([NH:12][C@H:13]2[CH2:17][CH2:16][CH2:15][C@@H:14]2[NH:18][C:19](=[O:31])[C:20]2[CH:25]=[CH:24][CH:23]=[CH:22][C:21]=2[N:26]2[N:30]=[CH:29][CH:28]=[N:27]2)=[N:4][CH:5]=[C:6]([C:8]([F:11])([F:10])[F:9])[CH:7]=1.Cl.N[C@H]1CCC[C@@H]1NC(=O)C1C=CC=CC=1N1N=CC=N1.[Br:53]C1C(Cl)=NC=C(C(F)(F)F)C=1>>[Br:53][C:2]1[C:3]([NH:12][C@H:13]2[CH2:17][CH2:16][CH2:15][C@@H:14]2[NH:18][C:19](=[O:31])[C:20]2[CH:25]=[CH:24][CH:23]=[CH:22][C:21]=2[N:26]2[N:30]=[CH:29][CH:28]=[N:27]2)=[N:4][CH:5]=[C:6]([C:8]([F:11])([F:10])[F:9])[CH:7]=1 |f:1.2|. Procedure: Prepared according to the procedure for N-[(1S,2S)-2-{ [3-fluoro-5-(trifluoromethyl)pyridin-2-yl]amino}cyclopentyl]-2-(2H-1,2,3-triazol-2-yl)benzamide (Example 105) from N-[(1S,2S)-2-aminocyclopentyl]-2-(2H-1,2,3-triazol-2-yl)benzamide hydrochloride (Intermediate 4; 100 mg, 0.33 mmol) and 3-bromo-2-chloro-5-(trifluoromethyl)pyridine (CAS number 71701-92-3; 93 mg, 0.36 mmol) to afford the title compound. Starting materials: C1OC23[C@]4(C)[C@@H](CC2(OCCO3)OC1)[C@@H]1[C@H](CC3CCCC[C@]3(C)[C@H]1CC4)CO (17,17-Bis(ethylendioxy)-7β-hydroxymethylandrostane), C1OC23[C@]4(C)[C@@H](CC2(OCCO3)OC1)[C@@H]1C(CC3CCCC[C@]3(C)[C@H]1CC4)=C (17,17-bis(ethylendioxy)-7-methyleneandrostane), C1OC23[C@]4(C)[C@@H](CC2(OCCO3)OC1)[C@@H]1C[C@H](C3CCCC[C@]3(C)[C@H]1CC4)CO (17,17-bis(ethylendioxy)-6β-hydroxymethylandrostane). Product: C1OC23[C@]4(C)[C@@H](CC2(OCCO3)OC1)[C@@H]1[C@@H](CC3CCCC[C@]3(C)[C@H]1CC4)CO (17,17-bis(ethylendioxy)-7α-hydroxymethylandrostane). Isolated yield 70.0%. As a reaction SMILES: [CH2:1]1[CH2:14][O:13][C:8]23[O:9][CH2:10][CH2:11][O:12][C:3]2([C@:4]2([CH2:27][CH2:26][C@H:25]4[C@@H:15]([C@@H:16]([CH2:28][OH:29])[CH2:17][CH:18]5[C@:23]4([CH3:24])[CH2:22][CH2:21][CH2:20][CH2:19]5)[C@@H:6]2[CH2:7]3)[CH3:5])[O:2]1.C1COC23OCCOC2([C@]2(CC[C@H]4[C@@H](C(=C)CC5[C@]4(C)CCCC5)[C@@H]2C3)C)O1.C1COC23OCCOC2([C@]2(CC[C@H]4[C@@H](C[C@@H](CO)C5[C@]4(C)CCCC5)[C@@H]2C3)C)O1>>[CH2:11]1[CH2:10][O:9][C:8]23[O:13][CH2:14][CH2:1][O:2][C:3]2([C@:4]2([CH2:27][CH2:26][C@H:25]4[C@@H:15]([C@H:16]([CH2:28][OH:29])[CH2:17][CH:18]5[C@:23]4([CH3:24])[CH2:22][CH2:21][CH2:20][CH2:19]5)[C@@H:6]2[CH2:7]3)[CH3:5])[O:12]1. Procedure: 17,17-Bis(ethylendioxy)-7β-hydroxymethylandrostane and 3,3:17,17-bis(ethylendioxy)-7α-hydroxymethylandrostane were prepared in 10% and 70% yield, respectively, from 3,3:17,17-bis(ethylendioxy)-7-methyleneandrostane (Prepn. 48) by the procedure described above for the preparation of 3,3:17,17-bis(ethylendioxy)-6β-hydroxymethylandrostane (Prepn. 9). The residue was purified by flash chromatography (SiO2, n-hexane/EtOAc 60/40). 3,3:17,17-Bis(ethylendioxy)-7β-hydroxymethylandrostane: 1H-NMR (300 MHz... The reactants are CC1(C)OCc2c(C(=O)c3ccc(F)c(Cl)c3)cnc(CO)c2O1, ClC(Cl)Cl, O=[Mn]=O. The product is CC1(C)OCc2c(C(=O)c3ccc(F)c(Cl)c3)cnc(C=O)c2O1. Reaction SMILES: [Cl:1][c:2]1[cH:3][c:4]([C:9](=[O:10])[c:11]2[c:12]3[c:13]([c:14]([CH2:17][OH:18])[n:15][cH:16]2)[O:19][C:20]([CH3:23])([CH3:24])[O:21][CH2:22]3)[cH:5][cH:6][c:7]1[F:8].[Cl:28][CH:29]([Cl:30])[Cl:31].[O:25]=[Mn:26]=[O:27]>>[Cl:1][c:2]1[cH:3][c:4]([C:9](=[O:10])[c:11]2[c:12]3[c:13]([c:14]([CH:17]=[O:18])[n:15][cH:16]2)[O:19][C:20]([CH3:23])([CH3:24])[O:21][CH2:22]3)[cH:5][cH:6][c:7]1[F:8]. Starting materials: [Cl-].[Na+] (sodium chloride), C(C)(=O)NN1N=NN=C1S (1-Acetoamido-5-mercapto-1H-tetrazole), S(O)(O)(=O)=O (sulfuric acid), [H-].COCCO[Al+]OCCOC.[Na+].[H-].C1(=CC=CC=C1)C (Sodium bis(2-methoxyethoxy)aluminum hydride toluene). The solvent is O1CCCC1 (tetrahydrofuran). Yields the product C(C)NN1N=NN=C1S (1-ethylamino-5-mercapto-1H-tetrazole). Yield: 66.9%. As a reaction SMILES: [C:1]([NH:4][N:5]1[C:9]([SH:10])=[N:8][N:7]=[N:6]1)(=O)[CH3:2].[H-].COCCO[Al+]OCCOC.[Na+].[H-].C1(C)C=CC=CC=1.S(=O)(=O)(O)O.[Cl-].[Na+]>O1CCCC1>[CH2:1]([NH:4][N:5]1[C:9]([SH:10])=[N:8][N:7]=[N:6]1)[CH3:2] |f:1.2.3.4.5,7.8|. Procedure details: 1-Acetoamido-5-mercapto-1H-tetrazole (1.59 g) was dissolved in anhydrous tetrahydrofuran (27 ml), and the mixture was refluxed. 70% Sodium bis(2-methoxyethoxy)aluminum hydride-toluene solution (5 ml) was added dropwise thereto under stirring. After the addition, the mixture was refluxed for 4 hours. The reaction mixture was evaporated under reduced pressure to remove solvent. Ice-water was added to the residue, and the aqueous solution thus obtained was adjusted to pH 3 with 20% sulfuric acid. T...